From a dataset of the Open Reaction Database (ORD), a public repository of structured organic reaction records. describe an organic reaction: reactants, conditions, products, and yield The reactants are Cl (hydrochloric acid), FC(C1=CC=C(CBr)C=C1)(F)F (4-trifluoromethylbenzyl bromide), [H-].[Na+] (sodium hydride), ON=C(C)C=1C=C(C=CC1OC)C1=CC(=CC=C1)CC(=O)O ([3′-(1-Hydroxyiminoethyl)-4′-methoxybiphenyl-3-yl]acetic acid). Run in O1CCCC1 (tetrahydrofuran). Reaction conditions: time 3 day. Yields the product COC1=C(C=C(C=C1)C1=CC(=CC=C1)CC(=O)O)C(C)=NOCC1=CC=C(C=C1)C(F)(F)F ({4′-Methoxy-3′-[1-(4-trifluoromethylbenzyloxyimino)ethyl]-biphenyl-3-yl}acetic Acid). Yield: 37.9%. RXN SMILES: [OH:1][N:2]=[C:3]([C:5]1[CH:6]=[C:7]([C:13]2[CH:18]=[CH:17][CH:16]=[C:15]([CH2:19][C:20]([OH:22])=[O:21])[CH:14]=2)[CH:8]=[CH:9][C:10]=1[O:11][CH3:12])[CH3:4].[F:23][C:24]([F:34])([F:33])[C:25]1[CH:32]=[CH:31][C:28]([CH2:29]Br)=[CH:27][CH:26]=1.[H-].[Na+].Cl>O1CCCC1>[CH3:12][O:11][C:10]1[CH:9]=[CH:8][C:7]([C:13]2[CH:18]=[CH:17][CH:16]=[C:15]([CH2:19][C:20]([OH:22])=[O:21])[CH:14]=2)=[CH:6][C:5]=1[C:3](=[N:2][O:1][CH2:29][C:28]1[CH:27]=[CH:26][C:25]([C:24]([F:23])([F:33])[F:34])=[CH:32][CH:31]=1)[CH3:4] |f:2.3|. Reported procedure: 9 mg of [3′-(1-Hydroxyiminoethyl)-4′-methoxybiphenyl-3-yl]acetic acid was dissolved in 0.2 mg of tetrahydrofuran, then 25 mg of 4-trifluoromethylbenzyl bromide and 10 mg of sodium hydride were added thereto, and the mixture was stirred at room temperature for 3 days. The reaction mixture was neutralized with 1N hydrochloric acid and then extracted with ethyl acetate. The organic layer was concentrated, and the residue was purified by reverse-phase high performance liquid chromatography to give 5...